Dataset: the Open Reaction Database (ORD), a public repository of structured organic reaction records. Task: describe an organic reaction: reactants, conditions, products, and yield Starting materials: CN(C)C=O, O=C(O)C(CC1CCCC1)n1cnc(C(F)(F)F)c1, O=C(Cl)C(=O)Cl, ClCCl. Yields the product O=C(Cl)C(CC1CCCC1)n1cnc(C(F)(F)F)c1. Reaction SMILES: [CH3:26][N:27]([CH3:28])[CH:29]=[O:30].[CH:1]1([CH2:6][CH:7]([C:8](=[O:9])[OH:10])[n:11]2[cH:12][n:13][c:14]([C:16]([F:17])([F:18])[F:19])[cH:15]2)[CH2:2][CH2:3][CH2:4][CH2:5]1.[Cl:20][C:21]([C:22]([Cl:23])=[O:24])=[O:25].[Cl:31][CH2:32][Cl:33]>>[CH:1]1([CH2:6][CH:7]([C:8](=[O:9])[Cl:20])[n:11]2[cH:12][n:13][c:14]([C:16]([F:17])([F:18])[F:19])[cH:15]2)[CH2:2][CH2:3][CH2:4][CH2:5]1. The reactants are CC(C)=CC(C=C(C)C)=O (phorone), C(C)(C)(C)OO (t-butyl hydroperoxide), S(O)(O)(=O)=O (sulfuric acid). The solvent is CCCCC (pentane). Conditions: temperature 10 celsius. Product: CC(C)(CC(CC(C)(OOC(C)(C)C)C)=O)OOC(C)(C)C (2,6-DIMETHYL-2,6-bis(t-BUTYLPEROXY)-4-HEPTANONE). RXN SMILES: [CH3:1][C:2](=[CH:4][C:5](=[O:10])[CH:6]=[C:7]([CH3:9])[CH3:8])[CH3:3].[C:11]([O:15][OH:16])([CH3:14])([CH3:13])[CH3:12].S(=O)(=O)(O)O>CCCCC>[CH3:1][C:2]([O:16][O:15][C:11]([CH3:14])([CH3:13])[CH3:12])([CH2:4][C:5](=[O:10])[CH2:6][C:7]([CH3:9])([O:16][O:15][C:11]([CH3:14])([CH3:13])[CH3:12])[CH3:8])[CH3:3]. Procedure: A mixture of 6.9 g. (0.05 mole) of phorone and 23.2 g. (0.2 mole) of anhydrous 81% t-butyl hydroperoxide was diluted with 50 ml of pentane and the mixture stirred at 10° C., while 5.7 g. of 77% sulfuric acid solution was slowly added over a thirty minute time period. The mixture was then allowed to warm slowly to 25° C. and stirred for 72 hours. After the reaction mixture was washed with water and sodium bisulfite solution, it was dried over anhydrous magnesium sulfate, the drying agent separate... Reactants: N(=[N+]=[N-])C1=C(C=NC=C1)\C=N\C1=C(C=C(C#N)C=C1Cl)Cl (4-{[1-(4-azidopyridin-3-yl)meth-(E)-ylidene]amino}-3,5-dichlorobenzonitrile). The solvent is C1(=CC=CC=C1)C (toluene). Conditions: temperature 105 celsius. Yields the product ClC=1C=C(C#N)C=C(C1N1N=C2C(C=NC=C2)=C1)Cl (3,5-Dichloro-4-pyrazolo[4,3-c]pyridine-2-ylbenzonitrile). The yield is 66.3%. Reaction SMILES: [N:1]([C:4]1[CH:9]=[CH:8][N:7]=[CH:6][C:5]=1/[CH:10]=[N:11]/[C:12]1[C:19]([Cl:20])=[CH:18][C:15]([C:16]#[N:17])=[CH:14][C:13]=1[Cl:21])=[N+]=[N-]>C1(C)C=CC=CC=1>[Cl:21][C:13]1[CH:14]=[C:15]([CH:18]=[C:19]([Cl:20])[C:12]=1[N:11]1[CH:10]=[C:5]2[CH:6]=[N:7][CH:8]=[CH:9][C:4]2=[N:1]1)[C:16]#[N:17]. Reported procedure: A mixture of 4-{[1-(4-azidopyridin-3-yl)meth-(E)-ylidene]amino}-3,5-dichlorobenzonitrile (21.4 mmol) in toluene (80 mL) was heated to 105° C. for 1 hour. The reaction mixture was cooled and concentrated under reduced pressure. The resultant residue was purified by silica gel flash chromatography (0-100% ethyl acetate in cyclohexane) to afford the title compound as a yellow solid (4.10 g, 66% yield). 1H NMR (300 MHz, CDCl3): δ 9.36 (d, J=1.4 Hz, 1H), 8.39 (d, J=6.5 Hz, 1H), 8.35 (d, J=1.0 Hz, 1H)... The reactants are Cl.NO (hydroxylamine hydrochloride), C(CC)(=O)C1=CC=NC=C1 (4-Propionylpyridine), CO (methanol). The solvent is O (H2O), [OH-].[Na+] (NaOH). The product is C(CC)(C1=CC=NC=C1)=NO (4-Propionylpyridine oxime). Isolated yield 75.1%. Reaction SMILES: Cl.[NH2:2][OH:3].[C:4]([C:8]1[CH:13]=[CH:12][N:11]=[CH:10][CH:9]=1)(=O)[CH2:5][CH3:6].CO>O.[OH-].[Na+]>[C:4](=[N:2][OH:3])([C:8]1[CH:13]=[CH:12][N:11]=[CH:10][CH:9]=1)[CH2:5][CH3:6] |f:0.1,5.6|. Reported procedure: To a solution of hydroxylamine hydrochloride (7 g, 0.1 mol) in H2O (40 mL) and 2N NaOH solution (50 mL) was added the compound 1 (9.46 g, 70 mmol). The reaction mixture was heated to reflux and made homogeneous by the addition of methanol (MeOH) (30 mL). After heating at reflux for 2 hours, the reaction mixture upon cooling gave the compound 2 as a white solid (7.90 g, 75%): mp 141°-144° C.; NMR (DMSO-d6) δ 1.03 (t, 3H, J=8 Hz), 2.72 (q, 2H, J=8 Hz), 3.34 (bs, 1H), 7.56 (d of d, 2H), and 8.56 (d... Starting materials: Cc1ccc(-c2cc3c4cc(C)ccc4[nH]c3n(C)c2=O)c(C)c1, CI, [H-], [Na+], CN(C)C=O. The product is Cc1ccc(-c2cc3c4cc(C)ccc4n(C)c3n(C)c2=O)c(C)c1. Reaction SMILES: [CH3:1][c:2]1[c:3](-[c:9]2[cH:10][c:11]3[c:12]([nH:13][c:14]4[cH:15][cH:16][c:17]([CH3:20])[cH:18][c:19]34)[n:21]([CH3:24])[c:22]2=[O:23])[cH:4][cH:5][c:6]([CH3:8])[cH:7]1.[CH3:27][I:28].[H-:26].[Na+:25].[O:29]=[CH:30][N:31]([CH3:32])[CH3:33]>>[CH3:1][c:2]1[c:3](-[c:9]2[cH:10][c:11]3[c:12]([n:13]([CH3:27])[c:14]4[cH:15][cH:16][c:17]([CH3:20])[cH:18][c:19]34)[n:21]([CH3:24])[c:22]2=[O:23])[cH:4][cH:5][c:6]([CH3:8])[cH:7]1. The reactants are O=C([O-])O, O=C(OO)c1cccc(Cl)c1, C=C(Cl)Cl, [K+], O=C(O)c1ccc(C=Cc2ccc(SCc3ccc4ccccc4n3)cc2)cc1. The product is O=C(O)c1ccc(C=Cc2ccc(S(=O)Cc3ccc4ccccc4n3)cc2)cc1. RXN SMILES: [C:41](=[O:42])([O-:43])[OH:44].[Cl:30][c:31]1[cH:32][cH:33][cH:34][c:35]([C:36]([O:37][OH:39])=[O:38])[cH:40]1.[Cl:46][C:47]([Cl:48])=[CH2:49].[K+:45].[n:1]1[c:2]([CH2:11][S:12][c:13]2[cH:14][cH:15][c:16]([CH:17]=[CH:18][c:19]3[cH:20][cH:21][c:22]([C:23](=[O:24])[OH:25])[cH:26][cH:27]3)[cH:28][cH:29]2)[cH:3][cH:4][c:5]2[cH:6][cH:7][cH:8][cH:9][c:10]12>>[n:1]1[c:2]([CH2:11][S:12]([c:13]2[cH:14][cH:15][c:16]([CH:17]=[CH:18][c:19]3[cH:20][cH:21][c:22]([C:23](=[O:24])[OH:25])[cH:26][cH:27]3)[cH:28][cH:29]2)=[O:38])[cH:3][cH:4][c:5]2[cH:6][cH:7][cH:8][cH:9][c:10]12. The reactants are C=C(OCC)[Sn](CCCC)(CCCC)CCCC, Cc1ccccc1, CCc1c(Cn2ccnc2-c2nccs2)nc2ccc(Cl)nn12, Cl, [Na+], [Na+], O=C([O-])[O-], O. Product: CCc1c(Cn2ccnc2-c2nccs2)nc2ccc(C(C)=O)nn12. As a reaction SMILES: [CH2:24]([CH3:25])[O:26][C:27]([Sn:28]([CH2:29][CH2:30][CH2:31][CH3:32])([CH2:33][CH2:34][CH2:35][CH3:36])[CH2:37][CH2:38][CH2:39][CH3:40])=[CH2:41].[CH3:49][c:50]1[cH:51][cH:52][cH:53][cH:54][cH:55]1.[Cl:1][c:2]1[cH:3][cH:4][c:5]2[n:6]([n:7]1)[c:8]([CH2:22][CH3:23])[c:9]([CH2:11][n:12]1[c:13](-[c:17]3[s:18][cH:19][cH:20][n:21]3)[n:14][cH:15][cH:16]1)[n:10]2.[ClH:42].[Na+:43].[Na+:44].[O-:45][C:46](=[O:47])[O-:48].[OH2:56]>>[c:2]1([C:24]([CH3:25])=[O:26])[cH:3][cH:4][c:5]2[n:6]([n:7]1)[c:8]([CH2:22][CH3:23])[c:9]([CH2:11][n:12]1[c:13](-[c:17]3[s:18][cH:19][cH:20][n:21]3)[n:14][cH:15][cH:16]1)[n:10]2. The reactants are O.[OH-].[Li+] (lithium hydroxide monohydrate), OO (hydrogen peroxide), S(=O)(O)[O-].[Na+] (sodium hydrogen sulfite), C(C1=CC=CC=C1)[C@H]1N(C(OC1)=O)C(=O)C1CCC(N(C1)CC1=C(C=C(C=C1)OC)OC)=O (5-((R)-4-benzyl-2-oxooxazolidine-3-carbonyl)-1-(2,4-dimethoxybenzyl)piperidin-2-one). The solvent is O (water), O1CCCC1 (tetrahydrofuran), O1CCCC1 (tetrahydrofuran). Conditions: time 10 minute. Yields the product COC1=C(CN2CC(CCC2=O)C(=O)O)C=CC(=C1)OC (1-(2,4-dimethoxybenzyl)-6-oxopiperidine-3-carboxylic acid). Yield: 62.3%. Reaction SMILES: O.[OH-].[Li+].OO.C([C@@H]1COC(=O)N1[C:19]([CH:21]1[CH2:26][N:25]([CH2:27][C:28]2[CH:33]=[CH:32][C:31]([O:34][CH3:35])=[CH:30][C:29]=2[O:36][CH3:37])[C:24](=[O:38])[CH2:23][CH2:22]1)=[O:20])C1C=CC=CC=1.S([O-])(O)=[O:40].[Na+]>O.O1CCCC1>[CH3:37][O:36][C:29]1[CH:30]=[C:31]([O:34][CH3:35])[CH:32]=[CH:33][C:28]=1[CH2:27][N:25]1[C:24](=[O:38])[CH2:23][CH2:22][CH:21]([C:19]([OH:20])=[O:40])[CH2:26]1 |f:0.1.2,5.6|. Procedure: To a solution of lithium hydroxide monohydrate (316 mg) in water (10 ml) was added dropwise a 30 wt % aqueous solution of hydrogen peroxide (1.8 ml) under ice-cooling and the mixture was stirred for 10 minutes. To this reaction solution was added tetrahydrofuran (10 ml), and then a solution of the low-polarity component of 5-((R)-4-benzyl-2-oxooxazolidine-3-carbonyl)-1-(2,4-dimethoxybenzyl)piperidin-2-one (3.37 g) in tetrahydrofuran (20 ml) was added dropwise thereto, and the mixture was stirred...